This data is from the Open Reaction Database (ORD), a public repository of structured organic reaction records. The task is: describe an organic reaction: reactants, conditions, products, and yield The reactants are CC(C)N=C=NC(C)C, CN(C)c1ccncc1, ClCCl, CN(C)C=O, O=C(O)CC(NC(=O)OCC1c2ccccc2-c2ccccc21)c1ccc([N+](=O)[O-])cc1. The product is Nc1ccc(C(CC(=O)O)NC(=O)OCC2c3ccccc3-c3ccccc32)cc1. RXN SMILES: [CH3:33][CH:34]([N:35]=[C:36]=[N:37][CH:38]([CH3:39])[CH3:40])[CH3:41].[CH3:50][N:51]([CH3:52])[c:53]1[cH:54][cH:55][n:56][cH:57][cH:58]1.[Cl:47][CH2:48][Cl:49].[O:42]=[CH:43][N:44]([CH3:45])[CH3:46].[cH:1]1[cH:2][cH:3][cH:4][c:5]2[c:13]1[CH:12]([CH2:14][O:15][C:16](=[O:17])[NH:18][CH:19]([CH2:20][C:21](=[O:22])[OH:23])[c:24]1[cH:25][cH:26][c:27]([N+:30]([O-:31])=[O:32])[cH:28][cH:29]1)[c:11]1[c:6]-2[cH:7][cH:8][cH:9][cH:10]1>>[cH:1]1[cH:2][cH:3][cH:4][c:5]2[c:13]1[CH:12]([CH2:14][O:15][C:16](=[O:17])[NH:18][CH:19]([CH2:20][C:21](=[O:22])[OH:23])[c:24]1[cH:25][cH:26][c:27]([NH2:30])[cH:28][cH:29]1)[c:11]1[c:6]-2[cH:7][cH:8][cH:9][cH:10]1. Starting materials: CO, COC(=O)CCCCCCc1ncc(-c2ccccc2)o1, Cl, [Na+], [OH-], O. Product: O=C(O)CCCCCCc1ncc(-c2ccccc2)o1. Reaction SMILES: [CH3:26][OH:27].[CH3:3][O:4][C:5]([CH2:6][CH2:7][CH2:8][CH2:9][CH2:10][CH2:11][c:12]1[o:13][c:14](-[c:17]2[cH:18][cH:19][cH:20][cH:21][cH:22]2)[cH:15][n:16]1)=[O:23].[ClH:24].[Na+:2].[OH-:1].[OH2:25]>>[O:4]=[C:5]([CH2:6][CH2:7][CH2:8][CH2:9][CH2:10][CH2:11][c:12]1[o:13][c:14](-[c:17]2[cH:18][cH:19][cH:20][cH:21][cH:22]2)[cH:15][n:16]1)[OH:23]. Reactants: C1CCOC1, CCOC(=O)CN(C1CC1)S(=O)(=O)c1c(Cl)cc(Cl)cc1Cl, [Li+], [OH-], O. The product is O=C(O)CN(C1CC1)S(=O)(=O)c1c(Cl)cc(Cl)cc1Cl. Reaction SMILES: [CH2:26]1[O:27][CH2:28][CH2:29][CH2:30]1.[CH2:3]([CH3:4])[O:5][C:6]([CH2:7][N:8]([S:9](=[O:10])(=[O:11])[c:12]1[c:13]([Cl:20])[cH:14][c:15]([Cl:19])[cH:16][c:17]1[Cl:18])[CH:21]1[CH2:22][CH2:23]1)=[O:24].[Li+:1].[OH-:2].[OH2:25]>>[O:5]=[C:6]([CH2:7][N:8]([S:9](=[O:10])(=[O:11])[c:12]1[c:13]([Cl:20])[cH:14][c:15]([Cl:19])[cH:16][c:17]1[Cl:18])[CH:21]1[CH2:22][CH2:23]1)[OH:24]. Reactants: BrC1=C(C=C(C=C1)O)OCCC (4-bromo-3-propoxy-phenol), C([O-])([O-])=O.[K+].[K+] (potassium carbonate), CI (methyl iodide). Solvent: CC(=O)C (acetone). Yields the product BrC1=C(C=C(C=C1)OC)OCCC (1-bromo-4-methoxy-2-propoxy-benzene). Isolated yield 97.1%. As a reaction SMILES: [Br:1][C:2]1[CH:7]=[CH:6][C:5]([OH:8])=[CH:4][C:3]=1[O:9][CH2:10][CH2:11][CH3:12].[C:13](=O)([O-])[O-].[K+].[K+].CI>CC(C)=O>[Br:1][C:2]1[CH:7]=[CH:6][C:5]([O:8][CH3:13])=[CH:4][C:3]=1[O:9][CH2:10][CH2:11][CH3:12] |f:1.2.3|. Procedure details: To a solution of 4-bromo-3-propoxy-phenol (500 mg, 2.164 mmol) in acetone (10 mL) were added potassium carbonate (299 mg, 2.164 mmol) and methyl iodide (674 μL, 10.82 mmol). The reaction mixture was heated at gentle reflux for 12 h. The solvent was removed and the residue was taken in diethyl ether (50 mL). The white solid was filtered off, and the filtrated was concentrated in vacuo. Purification of the crude residue by flash chromatography (Biotage system, KP-Sil™ 32-63 μm, 60 Å silica gel) el... The reactants are C1(\C=C/C(=O)O1)=O (maleic anhydride), P(O)(O)(O)=O (phosphoric acid), C1(=CC=CC=C1)C (toluene), polyol, polyol, N(CCO)CCO (diethanolamine), II (iodine), 52, hydroxyl. The product is [N-]=C=O.[N-]=C=O.C1(=CC=CC=C1)CC1=CC=CC=C1 (diphenylmethane diisocyanate). RXN SMILES: [NH:1]([CH2:5][CH2:6]O)CCO.II.[C:10]1(=[O:16])O[C:13](=O)[CH:12]=[CH:11]1.P(=O)(O)(O)O.[C:22]1([CH3:28])[CH:27]=[CH:26][CH:25]=[CH:24][CH:23]=1>>[N-:1]=[C:10]=[O:16].[N-:1]=[C:10]=[O:16].[C:22]1([CH2:28][C:6]2[CH:5]=[CH:13][CH:12]=[CH:11][CH:10]=2)[CH:27]=[CH:26][CH:25]=[CH:24][CH:23]=1 |f:5.6.7|. Reported procedure: The above amounts of diethanolamine and iodine were added to the above amount of soybean oil with stirring. The mixture was stirred for 23 hours at a temperature between about 180° F. and about 227° F. Then, the above amounts of maleic anhydride, toluene and phosphoric acid were added with stirring. The mixture was refluxed for 8 hours using a Dean-Stark distilling trap, then distilled out of solvent to give a liquid soybean oil based polyol with a hydroxyl number of 52. A reaction mixture of ab... Reactants: CO, Cl[Fe](Cl)Cl, NN, NC(=O)c1cc(-c2ccc(N3CCOCC3)nc2)sc1[N+](=O)[O-], O. Product: NC(=O)c1cc(-c2ccc(N3CCOCC3)nc2)sc1N. RXN SMILES: [CH3:27][OH:28].[Cl:29][Fe:30]([Cl:31])[Cl:32].[NH2:25][NH2:26].[O:1]1[CH2:2][CH2:3][N:4]([c:7]2[cH:8][cH:9][c:10](-[c:13]3[cH:14][c:15]([C:21](=[O:22])[NH2:23])[c:16]([N+:18]([O-:19])=[O:20])[s:17]3)[cH:11][n:12]2)[CH2:5][CH2:6]1.[OH2:24]>>[O:1]1[CH2:2][CH2:3][N:4]([c:7]2[cH:8][cH:9][c:10](-[c:13]3[cH:14][c:15]([C:21](=[O:22])[NH2:23])[c:16]([NH2:18])[s:17]3)[cH:11][n:12]2)[CH2:5][CH2:6]1.